From a dataset of the Open Reaction Database (ORD), a public repository of structured organic reaction records. describe an organic reaction: reactants, conditions, products, and yield Starting materials: OC=1C=C(C=CC1)CC(=O)O (3-Hydroxyphenylacetic acid), FC1=C(C=O)C=C(C=C1)C(F)(F)F (2-fluoro-5-(trifluoromethyl)benzaldehyde), C([O-])([O-])=O.[K+].[K+] (potassium carbonate). Solvent: C1CCOC1 (THF), CC#N (MeCN). Product: C(=O)C1=C(OC=2C=C(C=CC2)CC(=O)O)C=CC(=C1)C(F)(F)F ([3-(2-Formyl-4-trifluoromethyl-phenoxy)-phenyl]-acetic acid). As a reaction SMILES: [OH:1][C:2]1[CH:3]=[C:4]([CH2:8][C:9]([OH:11])=[O:10])[CH:5]=[CH:6][CH:7]=1.F[C:13]1[CH:20]=[CH:19][C:18]([C:21]([F:24])([F:23])[F:22])=[CH:17][C:14]=1[CH:15]=[O:16].C(=O)([O-])[O-].[K+].[K+]>C1COCC1.CC#N>[CH:15]([C:14]1[CH:17]=[C:18]([C:21]([F:22])([F:23])[F:24])[CH:19]=[CH:20][C:13]=1[O:1][C:2]1[CH:3]=[C:4]([CH2:8][C:9]([OH:11])=[O:10])[CH:5]=[CH:6][CH:7]=1)=[O:16] |f:2.3.4|. Procedure: 3-Hydroxyphenylacetic acid (1 g, 5.2 mmol), 2-fluoro-5-(trifluoromethyl)benzaldehyde (1 g, 6.6 mmol), and potassium carbonate (2.2 g, 15.6 mmol) were combined in THF (20 mL) and MeCN (20 mL), and the reaction was stirred at 70° C. for 3 days. After acidic workup, the crude material was purified by silica gel chromatography (20-100% EtOAc in hexanes) to give the title compound.